describe an organic reaction: reactants, conditions, products, and yield From a dataset of the Open Reaction Database (ORD), a public repository of structured organic reaction records. The reactants are COC1=CC=C2CNC(C2=C1)=O (6-methoxy-2,3-dihydro-isoindol-1-one), B(Br)(Br)Br (boron tribromide), CO (MeOH). Solvent: C(Cl)Cl (CH2Cl2). Conditions: time 18 hour. Yields the product OC1=CC=C2CNC(C2=C1)=O (6-Hydroxy-2,3-dihydro-isoindol-1-one). Yield: 98.6%. Reaction SMILES: C[O:2][C:3]1[CH:11]=[C:10]2[C:6]([CH2:7][NH:8][C:9]2=[O:12])=[CH:5][CH:4]=1.B(Br)(Br)Br.CO>C(Cl)Cl>[OH:2][C:3]1[CH:11]=[C:10]2[C:6]([CH2:7][NH:8][C:9]2=[O:12])=[CH:5][CH:4]=1. Reported procedure: A mixture of 6-methoxy-2,3-dihydro-isoindol-1-one (167 mg, 1.0 mmol) and boron tribromide (1 M in CH2Cl2, 3.6 mL, 3.6 mmol) in CH2Cl2 (8 mL) at −78° C. was stirred for 18 h at RT. The mixture was then cooled to −78° C. and MeOH (20 mL) was added. After 2 h at −78° C. the mixture was evaporated and the residue purified by chromatography (SiO2, CH2Cl2:2N NH3-MeOH 9:1) to afford the title product (147 mg, 100%) as a white solid. MS m/e=148.0 (M−H+). Starting materials: Cl (Hydrochloric acid), O[C@H](C)[C@@H]1[C@@H]2N(C(=C([C@@H]2C)S\C=C/C2=C(N=CS2)CO)C(=O)[O-])C1=O.[Na+] (sodium (1R,5S,6S)-6-((1R)-1-hydroxyethyl)-2-[[(Z)-2-(4-hydroxymethylthiazol-5-yl)ethen-1-yl]thio]-1-methyl-1-carbapen-2-em-3-carboxylate). Run in aqueous solution. Conditions: time 3 minute. Yields the product O[C@H](C)[C@@H]1[C@@H]2N(C(=C([C@@H]2C)S\C=C/C2=C(N=CS2)CO)C(=O)O)C1=O ((1R,5S,6S)-6-((1R)-1-Hydroxyethyl)-2-[[(Z)-2-(4-hydroxymethylthiazol-5-yl)ethen-1-yl]thio]-1-methyl-1-carbapen-2-em-3-carboxylic acid). Yield: 63.1%. As a reaction SMILES: Cl.[OH:2][C@@H:3]([C@H:5]1[C:25](=[O:26])[N:7]2[C:8]([C:22]([O-:24])=[O:23])=[C:9]([S:12]/[CH:13]=[CH:14]\[C:15]3[S:19][CH:18]=[N:17][C:16]=3[CH2:20][OH:21])[C@H:10]([CH3:11])[C@H:6]12)[CH3:4].[Na+]>>[OH:2][C@@H:3]([C@H:5]1[C:25](=[O:26])[N:7]2[C:8]([C:22]([OH:24])=[O:23])=[C:9]([S:12]/[CH:13]=[CH:14]\[C:15]3[S:19][CH:18]=[N:17][C:16]=3[CH2:20][OH:21])[C@H:10]([CH3:11])[C@H:6]12)[CH3:4] |f:1.2|. Procedure details: 1 N Hydrochloric acid (7.10 ml) was added to 120 ml of an aqueous solution of 2.73 g of sodium (1R,5S,6S)-6-((1R)-1-hydroxyethyl)-2-[[(Z)-2-(4-hydroxymethylthiazol-5-yl)ethen-1-yl]thio]-1-methyl-1-carbapen-2-em-3-carboxylate at room temperature, and the mixture was stirred for 3 min. The reaction mixture was extracted twice with 150 ml of ethyl acetate. The extract was dried over anhydrous magnesium sulfate and was filtered, and ethyl acetate was removed by distillation under the reduced pressur... Reactants: ClC1=CC(=NC2=CC=C(C=C12)C)N1CCS(C2=C(C1)C=CC=C2)(=O)=O (4-(4-chloro-6-methylquinolin-2-yl)-2,3,4,5-tetrahydro-1,4-benzothiazepine 1,1-dioxide), NCC(CN)O (1,3-diaminopropan-2-ol). Product: NCC(CNC1=CC(=NC2=CC=C(C=C12)C)N1CCS(C2=C(C1)C=CC=C2)(=O)=O)O (1-Amino-3-{[2-(1,1-dioxido-2,3-dihydro-1,4-benzothiazepin-4(5H)-yl)-6-methylquinolin-4-yl]amino}propan-2-ol). RXN SMILES: Cl[C:2]1[C:11]2[C:6](=[CH:7][CH:8]=[C:9]([CH3:12])[CH:10]=2)[N:5]=[C:4]([N:13]2[CH2:19][C:18]3[CH:20]=[CH:21][CH:22]=[CH:23][C:17]=3[S:16](=[O:25])(=[O:24])[CH2:15][CH2:14]2)[CH:3]=1.[NH2:26][CH2:27][CH:28]([OH:31])[CH2:29][NH2:30]>>[NH2:26][CH2:27][CH:28]([OH:31])[CH2:29][NH:30][C:2]1[C:11]2[C:6](=[CH:7][CH:8]=[C:9]([CH3:12])[CH:10]=2)[N:5]=[C:4]([N:13]2[CH2:19][C:18]3[CH:20]=[CH:21][CH:22]=[CH:23][C:17]=3[S:16](=[O:25])(=[O:24])[CH2:15][CH2:14]2)[CH:3]=1. Procedure: The title compound was prepared in analogy to Example 9-1 in Scheme 5 by using 4-(4-chloro-6-methylquinolin-2-yl)-2,3,4,5-tetrahydro-1,4-benzothiazepine 1,1-dioxide (prepared in analogy to the one in Example 2-1) and 1,3-diaminopropan-2-ol. MS obsd. (ESI+) [(M+H)+] 427, 1H NMR (400 MHz, CD3OD) δ ppm 7.97 (d, J=2.0 Hz, 1 H), 7.86 (d, J=1.8 Hz, 1 H), 7.62 (t, J=3.7 Hz, 1 H), 7.57 (s, 1 H), 7.44 (t, J=3.8 Hz, 2 H), 7.30-7.27 (m, J=2.5 Hz, 1 H), 6.09 (s, 1 H), 5.15 (s, 2 H), 4.53 (brs, 2 H), 3.97-3.... The product is C(CCCCCCCCCCCCCCCCC)NC1[C@H](O)[C@H](O)[C@@H](O)[C@@H](O1)C (N-Octadecyl-L-rhamnopyranosylamine). Conditions: time 50 hour. Reaction SMILES: O=[CH:2][C@@H:3]([C@@H:5]([C@H:7]([C@H:9]([CH3:11])[OH:10])[OH:8])[OH:6])[OH:4].[CH2:12]([NH2:30])[CH2:13][CH2:14][CH2:15][CH2:16][CH2:17][CH2:18][CH2:19][CH2:20][CH2:21][CH2:22][CH2:23][CH2:24][CH2:25][CH2:26][CH2:27][CH2:28][CH3:29].O>CC(O)C>[CH2:12]([NH:30][CH:11]1[O:4][C@@H:3]([CH3:2])[C@H:5]([OH:6])[C@@H:7]([OH:8])[C@H:9]1[OH:10])[CH2:13][CH2:14][CH2:15][CH2:16][CH2:17][CH2:18][CH2:19][CH2:20][CH2:21][CH2:22][CH2:23][CH2:24][CH2:25][CH2:26][CH2:27][CH2:28][CH3:29]. Reactants: O=C[C@H](O)[C@H](O)[C@@H](O)[C@@H](O)C (L-rhamnose), C(CCCCCCCCCCCCCCCCC)N (stearylamine), O (water). Reported procedure: 9 g of L-rhamnose and 13.5 g of stearylamine were stirred in 100 ml of 2-propanol and 50 ml of water at 50° C. until a clear solution had formed. After 50 hours at room temperature, the crystals were filtered off with suction, washed with ethanol and ether and dried in vacuo. Solvent: CC(C)O (2-propanol).